From a dataset of the Open Reaction Database (ORD), a public repository of structured organic reaction records. describe an organic reaction: reactants, conditions, products, and yield The reactants are BrB(Br)Br, C=CCn1nc(-c2ccc(OC)cc2)c2cccc(C)c21, C1=CCCCC1. Reaction SMILES: [B:22]([Br:23])([Br:24])[Br:25].[CH2:1]([CH:2]=[CH2:3])[n:4]1[n:5][c:6](-[c:14]2[cH:15][cH:16][c:17]([O:20][CH3:21])[cH:18][cH:19]2)[c:7]2[cH:8][cH:9][cH:10][c:11]([CH3:13])[c:12]12.[CH2:26]1[CH2:27][CH:28]=[CH:29][CH2:30][CH2:31]1>>[CH2:1]([CH:2]=[CH2:3])[n:4]1[n:5][c:6](-[c:14]2[cH:15][cH:16][c:17]([OH:20])[cH:18][cH:19]2)[c:7]2[cH:8][cH:9][cH:10][c:11]([CH3:13])[c:12]12. The product is C=CCn1nc(-c2ccc(O)cc2)c2cccc(C)c21. Starting materials: C(C)(C)(C)OC(C(=O)OCC)C1=C(C2=CC=CC(=C2C=C1C)C#CCN(C)C)C1=CC=C(C=C1)Cl (ethyl 2-tert-butoxy-2-(1-(4-chlorophenyl)-5-(3-(dimethylamino)prop-1-ynyl)-3-methylnaphthalen-2-yl)acetate), [OH-].[Li+] (lithium hydroxide). Solvent: O1CCCC1.C(C)O.O (tetrahydrofuran ethanol water). Reaction conditions: temperature 50 celsius. The product is C(C)(C)(C)OC(C(=O)O)C1=C(C2=CC=CC(=C2C=C1C)C#CCN(C)C)C1=CC=C(C=C1)Cl (2-tert-butoxy-2-(1-(4-chlorophenyl)-5-(3-(dimethylamino)prop-1-ynyl)-3-methylnaphthalen-2-yl)acetic acid). Yield: 19.9%. As a reaction SMILES: [C:1]([O:5][CH:6]([C:12]1[C:21]([CH3:22])=[CH:20][C:19]2[C:14](=[CH:15][CH:16]=[CH:17][C:18]=2[C:23]#[C:24][CH2:25][N:26]([CH3:28])[CH3:27])[C:13]=1[C:29]1[CH:34]=[CH:33][C:32]([Cl:35])=[CH:31][CH:30]=1)[C:7]([O:9]CC)=[O:8])([CH3:4])([CH3:3])[CH3:2].[OH-].[Li+]>O1CCCC1.C(O)C.O>[C:1]([O:5][CH:6]([C:12]1[C:21]([CH3:22])=[CH:20][C:19]2[C:14](=[CH:15][CH:16]=[CH:17][C:18]=2[C:23]#[C:24][CH2:25][N:26]([CH3:27])[CH3:28])[C:13]=1[C:29]1[CH:30]=[CH:31][C:32]([Cl:35])=[CH:33][CH:34]=1)[C:7]([OH:9])=[O:8])([CH3:4])([CH3:2])[CH3:3] |f:1.2,3.4.5|. Reported procedure: To a solution of ethyl 2-tert-butoxy-2-(1-(4-chlorophenyl)-5-(3-(dimethylamino)prop-1-ynyl)-3-methylnaphthalen-2-yl)acetate (6.5 mg, 0.013 mmol) in tetrahydrofuran:ethanol:water (2:2:1, 4 mL) was added lithium hydroxide (2 mg, 0.066 mmol) and the reaction was heated to 50° C. overnight. The reaction was purified by reverse phase HPLC (Gemini, 40-60% ACN/H2O+0.1% TFA). The product was lyophilized to give a white powder (1.2 mg). 1H-NMR: 400 MHz, (CD3OD) δ: 8.14 (s, 1H), 7.74 (d, J=6.4 Hz, 1H), 7.... Reactants: N[C@H]1CC[C@@H](C2=CC=CC=C12)O ((1S,4S)-4-Amino-1,2,3,4-tetrahydro-naphthalen-1-ol), [H-].[Na+] (NaH), FC=1C=CC=2N(C1)C(=NN2)N2CCCCC2 (6-Fluoro-3-piperidin-1-yl-[1,2,4]triazolo[4,3-a]pyridine). The solvent is CN(C)C=O (DMF). Run at temperature 60 celsius, time 15 minute. The product is N1(CCCCC1)C1=NN=C2N1C=C(C=C2)O[C@H]2CC[C@@H](C1=CC=CC=C21)N ((1S,4S)-4-(3-Piperidin-1-yl-[1,2,4]triazolo[4,3-a]pyridin-6-yloxy)-1,2,3,4-tetrahydro-naphthalen-1-ylamine), residue. The yield is 74.0%. Reaction SMILES: [NH2:1][C@@H:2]1[C:11]2[C:6](=[CH:7][CH:8]=[CH:9][CH:10]=2)[C@@H:5]([OH:12])[CH2:4][CH2:3]1.[H-].[Na+].F[C:16]1[CH:17]=[CH:18][C:19]2[N:20]([C:22]([N:25]3[CH2:30][CH2:29][CH2:28][CH2:27][CH2:26]3)=[N:23][N:24]=2)[CH:21]=1>CN(C=O)C>[N:25]1([C:22]2[N:20]3[CH:21]=[C:16]([O:12][C@@H:5]4[C:6]5[C:11](=[CH:10][CH:9]=[CH:8][CH:7]=5)[C@@H:2]([NH2:1])[CH2:3][CH2:4]4)[CH:17]=[CH:18][C:19]3=[N:24][N:23]=2)[CH2:26][CH2:27][CH2:28][CH2:29][CH2:30]1 |f:1.2|. Reported procedure: Intermediate B (74.0 mg, 454 μmol) was added to a mixture of NaH (60% in mineral oil, 27.2 mg, 681 μmol) in DMF (2.5 mL) at RT and stirred for 15 min. Intermediate 3b (100 mg, 454 μmol) was then added and the resulting mixture heated to 60° C. for 1 h. After cooling, the reaction was quenched with sat. aq. NH4Cl solution. The mixture was diluted with water and extracted with EtOAc. The combined organic extracts were concentrated in vacuo. The resulting residue was purified by FCC, using 0 to 10%... Reactants: ClC1=C(C=CC=C1)CC(CC(=O)OC)C#N (methyl 4-(2-chlorophenyl)-3-cyanobutyrate). The reagents and catalysts are [Ni] (Raney's nickel). Product: ClC1=C(CC2CC(NC2)=O)C=CC=C1 (4-(2-chlorobenzyl)-2-pyrrolidinone). Reaction SMILES: [Cl:1][C:2]1[CH:7]=[CH:6][CH:5]=[CH:4][C:3]=1[CH2:8][CH:9]([C:15]#[N:16])[CH2:10][C:11](OC)=[O:12]>[Ni]>[Cl:1][C:2]1[CH:7]=[CH:6][CH:5]=[CH:4][C:3]=1[CH2:8][CH:9]1[CH2:15][NH:16][C:11](=[O:12])[CH2:10]1. Reported procedure: In the same manner as Example 1-(d), 10 g of methyl 4-(2-chlorophenyl)-3-cyanobutyrate was catalytically reduced with the aid of Raney's nickel to obtain 4-(2-chlorobenzyl)-2-pyrrolidinone. Reactants: C(C(=O)O)(=O)O (oxalic acid), O1[C@@H](C1)COC1=C2C=CNC2=CC=C1 ((S)-(+)-4-(oxiranylmethoxy)-1H-indole), C1=CC=CC=2C(C3=C(CCC21)C=CC=C3)C3CCNCC3 (4-(10,11-dihydro-5H-dibenzo[a,d]cyclohepten-5-yl)piperidine), CO (methanol). Solvent: C(C)(=O)OCC (ethyl acetate), C(C)(=O)OCC (ethyl acetate). The product is C(C(=O)O)(=O)O.N1C=CC2=C(C=CC=C12)OC[C@H](CN1CCC(CC1)C1C2=C(CCC3=C1C=CC=C3)C=CC=C2)O ((2S)-(-)-1-(4-indolyloxy)-3-(4-(10,11-dihydro-5H-dibenzo[a,d]cyclohepten-5-yl)piperidin-1-yl)-2-propanol ethanedioate). Reaction SMILES: [O:1]1[CH2:3][C@H:2]1[CH2:4][O:5][C:6]1[CH:14]=[CH:13][CH:12]=[C:11]2[C:7]=1[CH:8]=[CH:9][NH:10]2.[CH:15]1[C:25]2[CH2:24][CH2:23][C:22]3[CH:26]=[CH:27][CH:28]=[CH:29][C:21]=3[CH:20]([CH:30]3[CH2:35][CH2:34][NH:33][CH2:32][CH2:31]3)[C:19]=2[CH:18]=[CH:17][CH:16]=1.[C:36]([OH:41])(=[O:40])[C:37]([OH:39])=[O:38].CO>C(OCC)(=O)C>[C:36]([OH:41])(=[O:40])[C:37]([OH:39])=[O:38].[NH:10]1[C:11]2[C:7](=[C:6]([O:5][CH2:4][C@@H:2]([OH:1])[CH2:3][N:33]3[CH2:32][CH2:31][CH:30]([CH:20]4[C:19]5[CH:18]=[CH:17][CH:16]=[CH:15][C:25]=5[CH2:24][CH2:23][C:22]5[CH:26]=[CH:27][CH:28]=[CH:29][C:21]4=5)[CH2:35][CH2:34]3)[CH:14]=[CH:13][CH:12]=2)[CH:8]=[CH:9]1 |f:5.6|. Reported procedure: The title compound was prepared in similar fashion from (S)-(+)-4-(oxiranylmethoxy)-1H-indole and 4-(10,11-dihydro-5H-dibenzo[a,d]cyclohepten-5-yl)piperidine. The resulting free base was dissolved in ethyl acetate, and precipitated with one equivalent of oxalic acid in ethyl acetate in 89% overall yield. FDMS m/e=466 (M+ of free base). α[D]589 =-10.02 (c=0.72, methanol). Starting materials: COCOCCc1ccc(OCc2ccccc2)c(Br)c1, CN(C)C=O, N#C[Cu], O. Product: COCOCCc1ccc(OCc2ccccc2)c(C#N)c1. As a reaction SMILES: [Br:1][c:2]1[c:3]([O:14][CH2:15][c:16]2[cH:17][cH:18][cH:19][cH:20][cH:21]2)[cH:4][cH:5][c:6]([CH2:8][CH2:9][O:10][CH2:11][O:12][CH3:13])[cH:7]1.[CH3:26][N:27]([CH3:28])[CH:29]=[O:30].[Cu:22][C:23]#[N:24].[OH2:25]>>[c:2]1([C:23]#[N:24])[c:3]([O:14][CH2:15][c:16]2[cH:17][cH:18][cH:19][cH:20][cH:21]2)[cH:4][cH:5][c:6]([CH2:8][CH2:9][O:10][CH2:11][O:12][CH3:13])[cH:7]1. Reactants: C=C(OCC)[Sn](CCCC)(CCCC)CCCC, CC(C)(C)OC(=O)N1CCC(c2nc3c(-c4ccc(-c5ccccc5)nc4)cnn3c(N(COCC[Si](C)(C)C)COCC[Si](C)(C)C)c2Br)CC1, C1COCCO1. Product: C=C(OCC)c1c(C2CCN(C(=O)OC(C)(C)C)CC2)nc2c(-c3ccc(-c4ccccc4)nc3)cnn2c1N(COCC[Si](C)(C)C)COCC[Si](C)(C)C. RXN SMILES: [CH2:53]([Sn:54]([CH2:55][CH2:56][CH2:57][CH3:63])([C:58](=[CH2:59])[O:60][CH2:61][CH3:62])[CH2:64][CH2:65][CH2:66][CH3:67])[CH2:68][CH2:69][CH3:70].[CH3:1][Si:2]([CH2:3][CH2:4][O:5][CH2:6][N:7]([c:8]1[c:9]([Br:42])[c:10]([CH:29]2[CH2:30][CH2:31][N:32]([C:35](=[O:36])[O:37][C:38]([CH3:39])([CH3:40])[CH3:41])[CH2:33][CH2:34]2)[n:11][c:12]2[n:13]1[n:14][cH:15][c:16]2-[c:17]1[cH:18][n:19][c:20](-[c:23]2[cH:24][cH:25][cH:26][cH:27][cH:28]2)[cH:21][cH:22]1)[CH2:43][O:44][CH2:45][CH2:46][Si:47]([CH3:48])([CH3:49])[CH3:50])([CH3:51])[CH3:52].[O:71]1[CH2:72][CH2:73][O:74][CH2:75][CH2:76]1>>[CH3:1][Si:2]([CH2:3][CH2:4][O:5][CH2:6][N:7]([c:8]1[c:9]([C:58](=[CH2:59])[O:60][CH2:61][CH3:62])[c:10]([CH:29]2[CH2:30][CH2:31][N:32]([C:35](=[O:36])[O:37][C:38]([CH3:39])([CH3:40])[CH3:41])[CH2:33][CH2:34]2)[n:11][c:12]2[n:13]1[n:14][cH:15][c:16]2-[c:17]1[cH:18][n:19][c:20](-[c:23]2[cH:24][cH:25][cH:26][cH:27][cH:28]2)[cH:21][cH:22]1)[CH2:43][O:44][CH2:45][CH2:46][Si:47]([CH3:48])([CH3:49])[CH3:50])([CH3:51])[CH3:52]. Reactants: ClC1=CC=2C3=C(N(C2C=C1)CC(C)(O)C1=CC=CC=C1)CCN(C3)C (1-(8-Chloro-1,2,3,4-tetrahydro-2-methylpyrido[4,3-b]indol-5-yl)-2-phenylpropan-2-ol), S(O)(O)(=O)=O (sulfuric acid), [OH-].[K+] (KOH). The solvent is ice water. Yields the product ClC1=CC=2C3=C(N(C2C=C1)\C=C(/C)\C1=CC=CC=C1)CCN(C3)C ((E)-8-chloro-2,3,4,5-tetrahydro-2-methyl-5-(2-phenylprop-1-enyl)-1H-pyrido[4,3-b]indole). Reaction SMILES: [Cl:1][C:2]1[CH:10]=[CH:9][C:8]2[N:7]([CH2:11][C:12]([C:15]3[CH:20]=[CH:19][CH:18]=[CH:17][CH:16]=3)(O)[CH3:13])[C:6]3[CH2:21][CH2:22][N:23]([CH3:25])[CH2:24][C:5]=3[C:4]=2[CH:3]=1.S(=O)(=O)(O)O.[OH-].[K+]>>[Cl:1][C:2]1[CH:10]=[CH:9][C:8]2[N:7](/[CH:11]=[C:12](/[C:15]3[CH:20]=[CH:19][CH:18]=[CH:17][CH:16]=3)\[CH3:13])[C:6]3[CH2:21][CH2:22][N:23]([CH3:25])[CH2:24][C:5]=3[C:4]=2[CH:3]=1 |f:2.3|. Procedure: 1-(8-Chloro-1,2,3,4-tetrahydro-2-methylpyrido[4,3-b]indol-5-yl)-2-phenylpropan-2-ol (1 g, 2.82 mmol, 1 equiv.) was refluxed with 25% sulfuric acid (7 mL) for 2 h. The reaction mixture was cooled to 5° C. in ice-water bath. KOH (15% aqueous solution) was added dropwise to the reaction mixture until pH 9-10 was achieved. The reaction mixture was extracted with EtOAc (3×10 mL). The combined organic layer was washed with water (10 mL) followed by brine, dried over sodium sulfate and evaporated under...